This data is from the Open Reaction Database (ORD), a public repository of structured organic reaction records. The task is: describe an organic reaction: reactants, conditions, products, and yield Reactants: FC(C(=O)NC1C(CCCC1)=CC1=CC=CC=C1)(F)F (2,2,2-trifluoro-N-[2-(phenylmethylene)cyclohexyl]acetamide), [OH-].[Na+] (sodium hydroxide). The solvent is CO (methanol). Yields the product C1(=CC=CC=C1)C=C1C(CCCC1)N (N-[2-(phenylmethylene)cyclohexyl]amine). Yield: 100.4%. As a reaction SMILES: FC(F)(F)C([NH:5][CH:6]1[CH2:11][CH2:10][CH2:9][CH2:8][C:7]1=[CH:12][C:13]1[CH:18]=[CH:17][CH:16]=[CH:15][CH:14]=1)=O.[OH-].[Na+]>CO>[C:13]1([CH:12]=[C:7]2[CH2:8][CH2:9][CH2:10][CH2:11][CH:6]2[NH2:5])[CH:18]=[CH:17][CH:16]=[CH:15][CH:14]=1 |f:1.2|. Reported procedure: A mixture of 1.4 g (5 mmole) of the 2,2,2-trifluoro-N-[2-(phenylmethylene)cyclohexyl]acetamide, Z isomer from step (c) above, 7 ml of 20% w/v aqueous sodium hydroxide solution and 7 ml of methanol was heated on a steam bath for 5 min. The methanol was evaporated and the residue was extracted with diethyl ether. The ether extract was washed with saturated sodium chloride solution, dried with magnesium sulfate and evaporated to leave 0.94 g of the N-[2-(phenylmethylene)cyclohexyl]amine, Z isomer, ... Starting materials: ClC1=C(C(=O)C2=CC=C(C=C2)C)C=CC(=C1Cl)O (2,3-dichloro-4-hydroxy-4'-methylbenzophenone), Cl.NO (hydroxylamine hydrochloride). Run in N1=CC=CC=C1 (pyridine). The product is ClC1=C(C(C2=CC=C(C=C2)C)=NO)C=CC(=C1Cl)O (2,3-dichloro-4-hydroxy-4'-methylbenzophenone oxime). RXN SMILES: [Cl:1][C:2]1[C:16]([Cl:17])=[C:15]([OH:18])[CH:14]=[CH:13][C:3]=1[C:4]([C:6]1[CH:11]=[CH:10][C:9]([CH3:12])=[CH:8][CH:7]=1)=O.Cl.[NH2:20][OH:21]>N1C=CC=CC=1>[Cl:1][C:2]1[C:16]([Cl:17])=[C:15]([OH:18])[CH:14]=[CH:13][C:3]=1[C:4](=[N:20][OH:21])[C:6]1[CH:11]=[CH:10][C:9]([CH3:12])=[CH:8][CH:7]=1 |f:1.2|. Reported procedure: A mixture of 2,3-dichloro-4-hydroxy-4'-methylbenzophenone and 12.5 g of hydroxylamine hydrochloride in 200 ml of pyridine is refluxed for 2 hours. Thereafter the pyridine is evaporated off under vacuum and the residue is partitioned between ethyl acetate and 5% hydrochloric acid. The ethyl acetate extract is, successively, washed with water, dried and concentrated to dryness leaving 2,3-dichloro-4-hydroxy-4'-methylbenzophenone oxime. The solvent is O (water), O (water), C(C)O (ethanol). Reported procedure: 250 mg (0.65 mmol) of 4-(4-amino-2,6-difluorophenoxy)-1H-pyrrolo[2,3-b]pyridine-3-carbonitrile and 92 mg (0.71 mmol) of 4-chloropyrimidine-2-amine are suspended in 10 ml of water and 5 ml of ethanol. 0.32 ml (1.29 mmol) of 4N hydrochloric acid is added, and the mixture is heated at reflux for 2 h. The mixture is made alkaline using concentrated aqueous sodium hydroxide solution, diluted with water and extracted with ethyl acetate. The organic phase is separated off and concentrated. The crude pr... As a reaction SMILES: [NH2:1][C:2]1[CH:19]=[C:18]([F:20])[C:5]([O:6][C:7]2[CH:12]=[CH:11][N:10]=[C:9]3[NH:13][CH:14]=[C:15]([C:16]#[N:17])[C:8]=23)=[C:4]([F:21])[CH:3]=1.Cl[C:23]1[CH:28]=[CH:27][N:26]=[C:25]([NH2:29])[N:24]=1.Cl.[OH-].[Na+]>O.C(O)C>[NH2:29][C:25]1[N:26]=[C:27]([NH:1][C:2]2[CH:19]=[C:18]([F:20])[C:5]([O:6][C:7]3[CH:12]=[CH:11][N:10]=[C:9]4[NH:13][CH:14]=[C:15]([C:16]#[N:17])[C:8]=34)=[C:4]([F:21])[CH:3]=2)[CH:28]=[CH:23][N:24]=1 |f:3.4|. The product is NC1=NC=CC(=N1)NC1=CC(=C(OC2=C3C(=NC=C2)NC=C3C#N)C(=C1)F)F (4-{4-[(2-Aminopyrimidin-4-yl)amino]-2,6-difluorophenoxy}-1H-pyrrolo[2,3-b]pyridine-3-carbonitrile). The reactants are NC1=CC(=C(OC2=C3C(=NC=C2)NC=C3C#N)C(=C1)F)F (4-(4-amino-2,6-difluorophenoxy)-1H-pyrrolo[2,3-b]pyridine-3-carbonitrile), [OH-].[Na+] (sodium hydroxide), ClC1=NC(=NC=C1)N (4-chloropyrimidine-2-amine), Cl (hydrochloric acid). Reactants: BrCCC1CC1, O=C([O-])[O-], CN(C)C=O, O=Cc1ccc(OC(F)F)c(O)c1, [K+], [K+]. Product: O=Cc1ccc(OC(F)F)c(OCC2CC2)c1. As a reaction SMILES: [Br:20][CH2:21][CH2:22][CH:23]1[CH2:24][CH2:25]1.[C:14](=[O:15])([O-:16])[O-:17].[CH3:26][N:27]([CH3:28])[CH:29]=[O:30].[F:1][CH:2]([O:3][c:4]1[c:5]([OH:12])[cH:6][c:7]([CH:8]=[O:9])[cH:10][cH:11]1)[F:13].[K+:18].[K+:19]>>[F:1][CH:2]([O:3][c:4]1[c:5]([O:12][CH2:22][CH:23]2[CH2:24][CH2:25]2)[cH:6][c:7]([CH:8]=[O:9])[cH:10][cH:11]1)[F:13]. Reactants: NC1C(CCCC1)N (1,2-Diaminocyclohexane), ClC=1C=C2SC=3C=CC(=CC3N(C2=CC1)C(CN1CCCC1)C)C(N)=S (7-chloro-10-[(2RS)-1-(1-pyrrolidinyl)-2-propyl]-2-phenothiazinecarbothioamide). Run in C(C)(=O)OCC (ethyl acetate). Reaction conditions: temperature 150 celsius. Product: ClC=1C=C2SC=3C=CC(=CC3N(C2=CC1)C(CN1CCCC1)C)C1=NC2C(N1)CCCC2 (7-chloro-2-(3a, 4, 5, 6, 7, 7a-hexahydro-1H-benzimidazol-2 -yl)-10-[(2RS)-1-(1-pyrrolidinyl)-2-propyl]phenothiazine). Reaction SMILES: [NH2:1][CH:2]1[CH2:7][CH2:6][CH2:5][CH2:4][CH:3]1[NH2:8].[Cl:9][C:10]1[CH:11]=[C:12]2[C:21](=[CH:22][CH:23]=1)[N:20]([CH:24]([CH3:31])[CH2:25][N:26]1[CH2:30][CH2:29][CH2:28][CH2:27]1)[C:19]1[CH:18]=[C:17]([C:32](=S)N)[CH:16]=[CH:15][C:14]=1[S:13]2>C(OCC)(=O)C>[Cl:9][C:10]1[CH:11]=[C:12]2[C:21](=[CH:22][CH:23]=1)[N:20]([CH:24]([CH3:31])[CH2:25][N:26]1[CH2:27][CH2:28][CH2:29][CH2:30]1)[C:19]1[CH:18]=[C:17]([C:32]3[NH:8][CH:3]4[CH2:4][CH2:5][CH2:6][CH2:7][CH:2]4[N:1]=3)[CH:16]=[CH:15][C:14]=1[S:13]2. Procedure details: 1,2-Diaminocyclohexane (15.78 cc) is added to an ethanolic solution (70 cc) of 7-chloro-10-[(2RS)-1-(1-pyrrolidinyl)-2-propyl]-2-phenothiazinecarbothioamide (5.20 g). The mixture is heated in an autoclave to 150° C. for 17 hours. After cooling, the reaction mixture is diluted with ethyl acetate (250 cc) and washed with j distilled water (5×250 cc). The organic phase is extracted with normal hydrochloric acid solution (300 cc). After separation of the organic phase when settling has taken place, ... Reactants: C(CC)(=O)Cl (propionyl chloride), NC1=C2C(N(C(C2=CC=C1)=O)C1(C(NC(CC1)=O)=O)C)=O (4-amino-2-(3-methyl-2,6-dioxo-piperidin-3-yl)-isoindole-1,3-dione), CO (methanol). The solvent is C1CCOC1 (THF). Run at time 15 minute. Product: CC1(C(NC(CC1)=O)=O)N1C(C2=CC=CC(=C2C1=O)NC(CC)=O)=O (N-[2-(3-Methyl-2,6-dioxo-piperidin-3-yl)-1,3-dioxo-2,3-dihydro-1H-isoindol-4-yl]-propionamide). The yield is 58.3%. RXN SMILES: [NH2:1][C:2]1[CH:10]=[CH:9][CH:8]=[C:7]2[C:3]=1[C:4](=[O:21])[N:5]([C:12]1([CH3:20])[CH2:17][CH2:16][C:15](=[O:18])[NH:14][C:13]1=[O:19])[C:6]2=[O:11].[C:22](Cl)(=[O:25])[CH2:23][CH3:24].CO>C1COCC1>[CH3:20][C:12]1([N:5]2[C:4](=[O:21])[C:3]3[C:7](=[CH:8][CH:9]=[CH:10][C:2]=3[NH:1][C:22](=[O:25])[CH2:23][CH3:24])[C:6]2=[O:11])[CH2:17][CH2:16][C:15](=[O:18])[NH:14][C:13]1=[O:19]. Procedure details: To a suspension of 4-amino-2-(3-methyl-2,6-dioxo-piperidin-3-yl)-isoindole-1,3-dione (0.10 g, 0.35 mmol) in THF (15 ml) was added propionyl chloride (0.07 g, 0.70 mmol). The mixture was heated to reflux for 18 h. The reaction mixture was allowed to cool and to the solution was added methanol (2 ml). The reaction mixture was stirred for an additional 15 minutes followed by solvent evaporation in vacuo. The resulting solid was slurried in diethyl ether (20 ml) and filtered to give 0.07 g (63%) of ... Yields the product CC(C)C(C(=O)OC(C#N)c1cccc(Oc2ccccc2)c1)c1ccc(Cl)cc1. Reactants: [C-]#N, CCCCCCC, CC(C)C(C(=O)Cl)c1ccc(Cl)cc1, [Na+], N#C[Na], O=Cc1cccc(Oc2ccccc2)c1, O. As a reaction SMILES: [C-:33]#[N:34].[CH3:37][CH2:38][CH2:39][CH2:40][CH2:41][CH2:42][CH3:43].[Cl:16][c:17]1[cH:18][cH:19][c:20]([CH:23]([C:24](=[O:25])[Cl:26])[CH:27]([CH3:28])[CH3:29])[cH:21][cH:22]1.[Na+:35].[Na:30][C:31]#[N:32].[O:1]([c:2]1[cH:3][cH:4][cH:5][cH:6][cH:7]1)[c:8]1[cH:9][c:10]([CH:11]=[O:12])[cH:13][cH:14][cH:15]1.[OH2:36]>>[O:1]([c:2]1[cH:3][cH:4][cH:5][cH:6][cH:7]1)[c:8]1[cH:9][c:10]([CH:11]([O:12][C:24]([CH:23]([c:20]2[cH:19][cH:18][c:17]([Cl:16])[cH:22][cH:21]2)[CH:27]([CH3:28])[CH3:29])=[O:25])[C:31]#[N:32])[cH:13][cH:14][cH:15]1.